This data is from the Open Reaction Database (ORD), a public repository of structured organic reaction records. The task is: describe an organic reaction: reactants, conditions, products, and yield Run in C1=CC=CC=C1 (benzene). Procedure details: A solution of 14 g. (0.11 mole) of 3-hydroxyquinolizidine in 75 ml. of thionyl chloride and 50 ml. of benzene was refluxed for one hour. The solvent was completely evaporated, and the residue dissolved in chloroform. The solution was passed through an alumina column and evaporation of the chloroform gave crude 3-chloroquinolizidine. The crude material was chromatographed on an alumina column eluting with ether-petroleum ether, 1:19 to yield pure 3-chloroquinolizidine. The reactants are OC1CCC2CCCCN2C1 (3-hydroxyquinolizidine), S(=O)(Cl)Cl (thionyl chloride). RXN SMILES: O[CH:2]1[CH2:11][N:10]2[CH:5]([CH2:6][CH2:7][CH2:8][CH2:9]2)[CH2:4][CH2:3]1.S(Cl)([Cl:14])=O>C1C=CC=CC=1>[Cl:14][CH:2]1[CH2:11][N:10]2[CH:5]([CH2:6][CH2:7][CH2:8][CH2:9]2)[CH2:4][CH2:3]1. The product is ClC1CCC2CCCCN2C1 (3-chloroquinolizidine). Starting materials: C(C(=O)Cl)(=O)Cl (Oxalyl chloride), C(C)(=O)OCC#CCOC1=CC=C(C=C1)S(=O)(=O)O (4-(4-acetoxy-but-2-ynyloxy)-benzenesulfonic acid), [Na] (sodium), CN(C=O)C (N,N-dimethylformamide), O (water). The solvent is CCCCCCC (Heptane), CCCCCCC (heptane), ClCCl (dichloromethane). Conditions: temperature 12 celsius, time 1 hour. The product is C(C)(=O)OCC#CCOC1=CC=C(C=C1)S(=O)(=O)Cl (4-[4-(CHLOROSULFONYL)PHENOXY]-2-BUTYNYL ACETATE). Isolated yield 89.0%. RXN SMILES: [C:1]([O:4][CH2:5][C:6]#[C:7][CH2:8][O:9][C:10]1[CH:15]=[CH:14][C:13]([S:16]([OH:19])(=O)=[O:17])=[CH:12][CH:11]=1)(=[O:3])[CH3:2].[Na].CN(C)C=O.O.C(Cl)(=O)C([Cl:30])=O>ClCCl.CCCCCCC>[C:1]([O:4][CH2:5][C:6]#[C:7][CH2:8][O:9][C:10]1[CH:15]=[CH:14][C:13]([S:16]([Cl:30])(=[O:19])=[O:17])=[CH:12][CH:11]=1)(=[O:3])[CH3:2] |^1:19|. Reported procedure: To a suspension of 4-(4-acetoxy-but-2-ynyloxy)-benzenesulfonic acid, sodium salt from Example 6 (360 g, 1.18 mol) in 2.1 L of dichloromethane in a 5-L 4-neck flask, was added N,N-dimethylformamide (14 g, 0.19 mol) and water (4.5 g, 0.25 mol). The mixture was cooled to 12° C. Oxalyl chloride (165 mL, 240 g, 1.89 mol) was added over 70 min while the temperature was maintained at 10–20° C. The mixture was slowly warmed to 23° C. over 1 h and stirred at this temperature for 1 h. The reaction was mon...